Dataset: the Open Reaction Database (ORD), a public repository of structured organic reaction records. Task: describe an organic reaction: reactants, conditions, products, and yield Solvent: C(Cl)(Cl)Cl (chloroform), C(Cl)(Cl)Cl (chloroform). Reaction SMILES: [P:1]([Cl:4])(Cl)Cl.[CH2:5]([OH:11])[C:6]([CH3:10])([CH3:9])[CH2:7][OH:8].Cl>C(Cl)(Cl)Cl>[Cl:4][P:1]1[O:11][CH2:5][C:6]([CH3:10])([CH3:9])[CH2:7][O:8]1. The reactants are P(Cl)(Cl)Cl (phosphorus trichloride), C(C(CO)(C)C)O (neopentylene glycol), P(Cl)(Cl)Cl (PCl3), Cl (HCl). The yield is 95.3%. Procedure: To phosphorus trichloride (775.4 g, 5.5 M, 10% molar excess) was added dropwise with stirring over two hours a solution of neopentylene glycol (520.8 g, 5.0 M) in chloroform (1200 ml). After the slight endotherm and evolution of HCl had subsided, the clear colorless solution was freed of most of the chloroform and excess PCl3 by distillation at atmospheric pressure to a pot temperature of 100° C. Distillation of the residue through a short vacuum-jacketed Vigreaux column yielded 803.6 g (95.3% y... Yields the product ClP1OCC(CO1)(C)C (2-chloro-5,5-dimethyl-1,3,2-dioxaphosphorinane). Reactants: C(O)CN (ethanolamine), C1CCOS1(=O)=O (propane sultone). Run in CO (methanol), CO (methanol). Run at time 2 hour. Procedure: N-(β-hydroxyethyl)-3-aminopropanesulfonic acid, ##STR9## was prepared as follows: 366 parts ethanolamine and 1000 parts methanol were cooled to 10° C. in a three-necked, round-bottom flask which was fitted with a stirring bar, thermometer, and a dropping funnel. 244 parts propane sultone dissolved in 1000 parts methanol were added via the dropping funnel at such a rate that the flask temperature did not increase above 20° C. After the addition was completed, the contents of the flask were stirre... As a reaction SMILES: [CH2:1]([CH2:3][NH2:4])[OH:2].[CH2:5]1[S:9](=[O:11])(=[O:10])[O:8][CH2:7][CH2:6]1>CO>[OH:2][CH2:1][CH2:3][NH:4][CH2:7][CH2:6][CH2:5][S:9]([OH:11])(=[O:10])=[O:8]. Product: OCCNCCCS(=O)(=O)O (N-(β-hydroxyethyl)-3-aminopropanesulfonic acid), desired product. The reactants are Cl.C(C1=CC=CC=C1)N1C=NC=C1C(CCCCC1=CC=CC=C1)O (1-benzyl-5-(1-hydroxy-5-phenylpentyl)-1H-imidazole hydrochloride), Cl (hydrochloric acid), [H][H] (hydrogen). Reagents/catalysts: [Pd] (Pd/C). Solvent: C(C)O (ethanol). The product is OC(CCCCC1=CC=CC=C1)C=1N=CNC1 (4-(1-hydroxy-5-phenylpentyl)-1H-imidazole). As a reaction SMILES: Cl.C([N:9]1[C:13]([CH:14]([OH:25])[CH2:15][CH2:16][CH2:17][CH2:18][C:19]2[CH:24]=[CH:23][CH:22]=[CH:21][CH:20]=2)=[CH:12][N:11]=[CH:10]1)C1C=CC=CC=1.Cl.[H][H]>[Pd].C(O)C>[OH:25][CH:14]([C:13]1[N:9]=[CH:10][NH:11][CH:12]=1)[CH2:15][CH2:16][CH2:17][CH2:18][C:19]1[CH:24]=[CH:23][CH:22]=[CH:21][CH:20]=1 |f:0.1|. Procedure: 1-benzyl-5-(1-hydroxy-5-phenylpentyl)-1H-imidazole hydrochloride (8,5 g), prepared in the Step a, is hydrogenated in the mixture of 100 ml of 2N hydrochloric acid and 10 ml of ethanol at 60° C. Pd/C (10%) as catalyst. When the uptake of the hydrogen ceases, the reaction mixture is cooled, filtered and evaporated to dryness. Water is added and the mixture is made alkaline with sodium hydroxide. The product is then extracted to methylene chloride which is washed with water, dried with sodium sulph... Starting materials: ClC1=CC=NC2=CC(=C(C=C12)OC)OC (4-Chloro-6,7-dimethoxyquinoline), C(C=1C(O)=CC=CC1)(=O)OC(C)C (isopropyl salicylate). The reagents and catalysts are CN(C1=CC=NC=C1)C (4-dimethylaminopyridine). Run in ClC1=C(C=CC=C1)Cl (o-dichlorobenzene). Run at temperature 120 celsius, time 8 hour. Product: COC=1C=C2C(=CC=NC2=CC1OC)OC1=C(C(=O)OC(C)C)C=CC=C1 (Isopropyl 2-[(6,7-dimethoxy-4-quinolyl)oxy]benzoate). Yield: 20.7%. RXN SMILES: Cl[C:2]1[C:11]2[C:6](=[CH:7][C:8]([O:14][CH3:15])=[C:9]([O:12][CH3:13])[CH:10]=2)[N:5]=[CH:4][CH:3]=1.[C:16]([O:25][CH:26]([CH3:28])[CH3:27])(=[O:24])[C:17]1[C:18](=[CH:20][CH:21]=[CH:22][CH:23]=1)[OH:19]>CN(C)C1C=CN=CC=1.ClC1C=CC=CC=1Cl>[CH3:13][O:12][C:9]1[CH:10]=[C:11]2[C:6](=[CH:7][C:8]=1[O:14][CH3:15])[N:5]=[CH:4][CH:3]=[C:2]2[O:19][C:18]1[CH:20]=[CH:21][CH:22]=[CH:23][C:17]=1[C:16]([O:25][CH:26]([CH3:28])[CH3:27])=[O:24]. Procedure: 4-Chloro-6,7-dimethoxyquinoline (112 mg), isopropyl salicylate (360 mg), and 4-dimethylaminopyridine (244 mg) were suspended in o-dichlorobenzene (1 ml), and the suspension was stirred at 120° C. overnight. The reaction solution was cooled to room temperature, and the solvent was removed by distillation under the reduced pressure. Water was then added to the residue, and the mixture was extracted with chloroform. The chloroform layer was washed with water and was dried over anhydrous sodium sulf... Reactants: C(C)S(=O)(=O)Cl (Ethylsulfonyl chloride), CS(=O)(=O)N1CCC(CC1)NC(=O)NC1=CC=C(C=C1)C(F)(F)F (1-(1-(methylsulfonyl)piperidin-4-yl)-3-(4-(trifluoromethyl)phenyl)urea). Product: C(C)S(=O)(=O)N1CCC(CC1)NC(=O)NC1=CC=C(C=C1)C(F)(F)F (1-(1-(ethylsulfonyl)piperidin-4-yl)-3-(4-(trifluoromethyl)phenyl)urea). Yield: 43.0%. Reaction SMILES: [CH2:1]([S:3](Cl)(=[O:5])=[O:4])[CH3:2].CS([N:11]1[CH2:16][CH2:15][CH:14]([NH:17][C:18]([NH:20][C:21]2[CH:26]=[CH:25][C:24]([C:27]([F:30])([F:29])[F:28])=[CH:23][CH:22]=2)=[O:19])[CH2:13][CH2:12]1)(=O)=O>>[CH2:1]([S:3]([N:11]1[CH2:16][CH2:15][CH:14]([NH:17][C:18]([NH:20][C:21]2[CH:26]=[CH:25][C:24]([C:27]([F:28])([F:29])[F:30])=[CH:23][CH:22]=2)=[O:19])[CH2:13][CH2:12]1)(=[O:5])=[O:4])[CH3:2]. Procedure: Ethylsulfonyl chloride (63 mg, 0.487 mmol) was reacted with PTU (70 mg, 0.244 mmol) as the same manner as the synthesis of 1-(1-(methylsulfonyl)piperidin-4-yl)-3-(4-(trifluoromethyl)phenyl)urea yielding the final product (40 mg, 0.105 mmol, 43% yield). 1H NMR (d6-DMSO, 300 Mhz): δ 8.77 (s, 1H), 7.57 (s, 4H), 6.38 (d, J=7.2 Hz, 1H), 3.63 (m, 1H), 3.52 (d, J=12.3 Hz, 2H), 3.05 (m, 5H), 1.89 (d, J=10 Hz, 2H), 1.47 (m, 2H), 1.22 (t, J=4.8 Hz, 3H).